This data is from the Open Reaction Database (ORD), a public repository of structured organic reaction records. The task is: describe an organic reaction: reactants, conditions, products, and yield Starting materials: CCCNC(=O)Nc1ccc(Oc2ccnc3cc(OCCCBr)c(OC)cc23)cc1Cl, O=C([O-])[O-], CNCCO, CN(C)C=O, [K+], [K+], O. Product: CCCNC(=O)Nc1ccc(Oc2ccnc3cc(OCCCN(C)CCO)c(OC)cc23)cc1Cl. As a reaction SMILES: [Br:1][CH2:2][CH2:3][CH2:4][O:5][c:6]1[c:7]([O:31][CH3:32])[cH:8][c:9]2[c:10]([O:16][c:17]3[cH:18][c:19]([Cl:30])[c:20]([NH:23][C:24](=[O:25])[NH:26][CH2:27][CH2:28][CH3:29])[cH:21][cH:22]3)[cH:11][cH:12][n:13][c:14]2[cH:15]1.[C:33](=[O:34])([O-:35])[O-:36].[CH3:39][NH:40][CH2:41][CH2:42][OH:43].[CH3:45][N:46]([CH3:47])[CH:48]=[O:49].[K+:37].[K+:38].[OH2:44]>>[CH2:2]([CH2:3][CH2:4][O:5][c:6]1[c:7]([O:31][CH3:32])[cH:8][c:9]2[c:10]([O:16][c:17]3[cH:18][c:19]([Cl:30])[c:20]([NH:23][C:24](=[O:25])[NH:26][CH2:27][CH2:28][CH3:29])[cH:21][cH:22]3)[cH:11][cH:12][n:13][c:14]2[cH:15]1)[N:40]([CH3:39])[CH2:41][CH2:42][OH:43]. Starting materials: CCCCc1nc2c(n1Cc1ccc(-c3ccccc3C(=O)OC)cc1)C(C(=O)OC)NCC2, CC(=O)OC(C)=O, c1ccncc1. Yields the product CCCCc1nc2c(n1Cc1ccc(-c3ccccc3C(=O)OC)cc1)C(C(=O)OC)N(C(C)=O)CC2. RXN SMILES: [CH2:1]([CH2:2][CH2:3][CH3:4])[c:5]1[n:6][c:7]2[c:8]([n:17]1[CH2:18][c:19]1[cH:20][cH:21][c:22](-[c:25]3[c:26]([C:31](=[O:32])[O:33][CH3:34])[cH:27][cH:28][cH:29][cH:30]3)[cH:23][cH:24]1)[CH:9]([C:13](=[O:14])[O:15][CH3:16])[NH:10][CH2:11][CH2:12]2.[CH3:35][C:36](=[O:37])[O:38][C:39](=[O:40])[CH3:41].[cH:42]1[cH:43][cH:44][n:45][cH:46][cH:47]1>>[CH2:1]([CH2:2][CH2:3][CH3:4])[c:5]1[n:6][c:7]2[c:8]([n:17]1[CH2:18][c:19]1[cH:20][cH:21][c:22](-[c:25]3[c:26]([C:31](=[O:32])[O:33][CH3:34])[cH:27][cH:28][cH:29][cH:30]3)[cH:23][cH:24]1)[CH:9]([C:13](=[O:14])[O:15][CH3:16])[N:10]([C:36]([CH3:35])=[O:37])[CH2:11][CH2:12]2.